This data is from the Open Reaction Database (ORD), a public repository of structured organic reaction records. The task is: describe an organic reaction: reactants, conditions, products, and yield Yields the product COC(=O)c1ccc2c(c1)N=C(Cl)c1ccccc1O2. RXN SMILES: [O:1]=[C:2]1[NH:3][c:4]2[c:5]([cH:13][cH:14][c:15]([C:17](=[O:18])[O:19][CH3:20])[cH:16]2)[O:6][c:7]2[c:8]1[cH:9][cH:10][cH:11][cH:12]2.[P:21]([Cl:22])([Cl:23])([Cl:24])=[O:25]>>[C:2]1([Cl:23])=[N:3][c:4]2[c:5]([cH:13][cH:14][c:15]([C:17](=[O:18])[O:19][CH3:20])[cH:16]2)[O:6][c:7]2[c:8]1[cH:9][cH:10][cH:11][cH:12]2. The reactants are COC(=O)c1ccc2c(c1)NC(=O)c1ccccc1O2, O=P(Cl)(Cl)Cl.